From a dataset of the Open Reaction Database (ORD), a public repository of structured organic reaction records. describe an organic reaction: reactants, conditions, products, and yield The reactants are [Br-], C1CCOC1, COc1cccc2[nH]cc(C=C3C(=O)OC(C)(C)OC3=O)c12, [Mg+]C1CCCCC1, [Cl-], Cl, [NH4+]. Yields the product COc1cccc2[nH]cc(C(C3CCCCC3)C3C(=O)OC(C)(C)OC3=O)c12. Reaction SMILES: [Br-:23].[CH2:34]1[O:35][CH2:36][CH2:37][CH2:38]1.[CH3:1][O:2][c:3]1[c:4]2[c:5]([CH:12]=[C:13]3[C:14](=[O:22])[O:15][C:16]([CH3:20])([CH3:21])[O:17][C:18]3=[O:19])[cH:6][nH:7][c:8]2[cH:9][cH:10][cH:11]1.[CH:24]1([Mg+:30])[CH2:25][CH2:26][CH2:27][CH2:28][CH2:29]1.[Cl-:31].[ClH:33].[NH4+:32]>>[CH3:1][O:2][c:3]1[c:4]2[c:5]([CH:12]([CH:13]3[C:14](=[O:22])[O:15][C:16]([CH3:20])([CH3:21])[O:17][C:18]3=[O:19])[CH:24]3[CH2:25][CH2:26][CH2:27][CH2:28][CH2:29]3)[cH:6][nH:7][c:8]2[cH:9][cH:10][cH:11]1. The reactants are ClC(Cl)Cl, CC1(C)CC(c2cccc(Cl)n2)c2cc(C#N)ccc2O1, O=C(OO)c1cccc(Cl)c1. The product is CC1(C)CC(c2cccc(Cl)[n+]2[O-])c2cc(C#N)ccc2O1. As a reaction SMILES: [CH:33]([Cl:34])([Cl:35])[Cl:36].[Cl:1][c:2]1[cH:3][cH:4][cH:5][c:6]([CH:8]2[CH2:9][C:10]([CH3:20])([CH3:21])[O:11][c:12]3[c:13]2[cH:14][c:15]([C:18]#[N:19])[cH:16][cH:17]3)[n:7]1.[Cl:22][c:23]1[cH:24][cH:25][cH:26][c:27]([C:28]([O:29][OH:31])=[O:30])[cH:32]1>>[Cl:1][c:2]1[cH:3][cH:4][cH:5][c:6]([CH:8]2[CH2:9][C:10]([CH3:20])([CH3:21])[O:11][c:12]3[c:13]2[cH:14][c:15]([C:18]#[N:19])[cH:16][cH:17]3)[n+:7]1[O-:30].